Dataset: the Open Reaction Database (ORD), a public repository of structured organic reaction records. Task: describe an organic reaction: reactants, conditions, products, and yield Reactants: CC(C)(C)OC(=O)COc1cccc(CNCc2ccc(-c3ccncc3)cc2)c1, O=S(=O)(Cl)c1ccccc1. The product is CC(C)(C)OC(=O)COc1cccc(CN(Cc2ccc(-c3ccncc3)cc2)S(=O)(=O)c2ccccc2)c1. RXN SMILES: [C:1]([CH3:2])([CH3:3])([CH3:4])[O:5][C:6]([CH2:7][O:8][c:9]1[cH:10][c:11]([CH2:15][NH:16][CH2:17][c:18]2[cH:19][cH:20][c:21](-[c:24]3[cH:25][cH:26][n:27][cH:28][cH:29]3)[cH:22][cH:23]2)[cH:12][cH:13][cH:14]1)=[O:30].[c:31]1([S:37](=[O:38])(=[O:39])[Cl:40])[cH:32][cH:33][cH:34][cH:35][cH:36]1>>[C:1]([CH3:2])([CH3:3])([CH3:4])[O:5][C:6]([CH2:7][O:8][c:9]1[cH:10][c:11]([CH2:15][N:16]([CH2:17][c:18]2[cH:19][cH:20][c:21](-[c:24]3[cH:25][cH:26][n:27][cH:28][cH:29]3)[cH:22][cH:23]2)[S:37]([c:31]2[cH:32][cH:33][cH:34][cH:35][cH:36]2)(=[O:38])=[O:39])[cH:12][cH:13][cH:14]1)=[O:30].